describe an organic reaction: reactants, conditions, products, and yield From a dataset of the Open Reaction Database (ORD), a public repository of structured organic reaction records. Starting materials: C(=O)[C@H]1CN(C[C@@H]1C1=CC=CC=C1)[C@@H](C(=O)OCC1=CC=C(C=C1)OC)C1CCCCC1 (α-(R)-(3-(R)-formyl-4-(S)-phenylpyrrolidin-1-yl)-cyclohexaneacetic acid, para-methoxybenzyl ester), Cl.C1=CC=CC2=C1CCN(C(O2)=O)C2CCNCC2 (4-(8,9-dihydro-7H-5-oxa-7-aza-benzocyclo-hepten-6-one-7-yl)-piperidine hydrochloride). Yields the product C1=CC=CC2=C1CCN(C(O2)=O)C2CCN(CC2)C[C@H]2CN(C[C@@H]2C2=CC=CC=C2)[C@@H](C(=O)OCC2=CC=C(C=C2)OC)C2CCCCC2 (α-(R)-(3-(S)-((4-(8,9-dihydro-7H-5-oxa-7-aza-benzocyclohepten-6-one-7-yl)-piperidine -1-yl)methyl)-4-(S)-phenylpyrrolidin-1-yl)-cyclohexaneacetic acid, 4-methoxybenzyl ester). Isolated yield 76.0%. As a reaction SMILES: [CH:1]([C@@H:3]1[C@@H:7]([C:8]2[CH:13]=[CH:12][CH:11]=[CH:10][CH:9]=2)[CH2:6][N:5]([C@H:14]([CH:27]2[CH2:32][CH2:31][CH2:30][CH2:29][CH2:28]2)[C:15]([O:17][CH2:18][C:19]2[CH:24]=[CH:23][C:22]([O:25][CH3:26])=[CH:21][CH:20]=2)=[O:16])[CH2:4]1)=O.Cl.[CH:34]1[C:39]2[CH2:40][CH2:41][N:42]([CH:46]3[CH2:51][CH2:50][NH:49][CH2:48][CH2:47]3)[C:43](=[O:45])[O:44][C:38]=2[CH:37]=[CH:36][CH:35]=1>>[CH:34]1[C:39]2[CH2:40][CH2:41][N:42]([CH:46]3[CH2:51][CH2:50][N:49]([CH2:1][C@@H:3]4[C@@H:7]([C:8]5[CH:9]=[CH:10][CH:11]=[CH:12][CH:13]=5)[CH2:6][N:5]([C@H:14]([CH:27]5[CH2:32][CH2:31][CH2:30][CH2:29][CH2:28]5)[C:15]([O:17][CH2:18][C:19]5[CH:24]=[CH:23][C:22]([O:25][CH3:26])=[CH:21][CH:20]=5)=[O:16])[CH2:4]4)[CH2:48][CH2:47]3)[C:43](=[O:45])[O:44][C:38]=2[CH:37]=[CH:36][CH:35]=1 |f:1.2|. Reported procedure: The title compound (36 mg) was prepared by reductive amination of 31 mg of α-(R)-(3-(R)-formyl-4-(S)-phenylpyrrolidin-1-yl)- cyclohexaneacetic acid, 4-methoxybenzyl ester (prepared above as Aldehyde 5) with 22 mg of 4-(8,9-dihydro-7H-5-oxa-7-aza-benzocyclo-hepten-6-one-7-yl)-piperidine hydrochloride according to the procedure of Example 1, step D. 1H NMR (500MHz, CDCl3): δ0.9-1.3 (m, 5H), 1.5-2.0 (m, 12H), 2.25-3.3 (m, 13H), 3.63 (m, 2H), 3.82 (s, 3H), 3.96 (m, 1H), 5.13 (ABq, 2H), 6.9-7.4 (m, 1... The reactants are COc1cc(NC(=O)OC(C)(C)C)c(NC(=O)CC(=O)c2cccc(-n3ccnn3)c2)cc1-c1cc(F)ccc1F, ClCCl, O=C(O)C(F)(F)F. Product: COc1cc2c(cc1-c1cc(F)ccc1F)NC(=O)CC(c1cccc(-n3ccnn3)c1)=N2. As a reaction SMILES: [C:1]([O:2][C:3](=[O:4])[NH:7][c:8]1[cH:9][c:10]([O:39][CH3:40])[c:11](-[c:31]2[c:32]([F:38])[cH:33][cH:34][c:35]([F:37])[cH:36]2)[cH:12][c:13]1[NH:14][C:15]([CH2:16][C:17](=[O:5])[c:18]1[cH:19][c:20](-[n:24]2[n:25][n:26][cH:27][cH:28]2)[cH:21][cH:22][cH:23]1)=[O:30])([CH3:6])([CH3:29])[CH3:41].[Cl:49][CH2:50][Cl:51].[F:42][C:43]([F:44])([F:45])[C:46]([OH:47])=[O:48]>>[N:7]1=[C:17]([c:18]2[cH:19][c:20](-[n:24]3[n:25][n:26][cH:27][cH:28]3)[cH:21][cH:22][cH:23]2)[CH2:16][C:15](=[O:30])[NH:14][c:13]2[c:8]1[cH:9][c:10]([O:39][CH3:40])[c:11](-[c:31]1[c:32]([F:38])[cH:33][cH:34][c:35]([F:37])[cH:36]1)[cH:12]2. Reactants: CC(c1ccc2cc(OC3CCC(C(C)(C)C)CC3)ccc2c1)[N+](=O)[O-], O=C([O-])[O-], C=CC(=O)OC, CCCC[N+](CCCC)(CCCC)CCCC, CCOC(C)=O, CN(C)C=O, [Cl-], [K+], [K+], [NH4+], O, O=S(=O)([O-])O. The product is COC(=O)CCC(C)(c1ccc2cc(OC3CCC(C(C)(C)C)CC3)ccc2c1)[N+](=O)[O-]. As a reaction SMILES: [C:12]([CH3:13])([CH3:14])([CH3:15])[CH:16]1[CH2:17][CH2:18][CH:19]([O:22][c:23]2[cH:24][c:25]3[cH:26][cH:27][c:28]([CH:33]([CH3:34])[N+:35](=[O:36])[O-:37])[cH:29][c:30]3[cH:31][cH:32]2)[CH2:20][CH2:21]1.[C:1](=[O:2])([O-:3])[O-:4].[C:38]([CH:39]=[CH2:40])(=[O:41])[O:42][CH3:43].[CH2:51]([N+:52]([CH2:53][CH2:54][CH2:55][CH3:56])([CH2:57][CH2:58][CH2:59][CH3:60])[CH2:61][CH2:62][CH2:63][CH3:64])[CH2:65][CH2:66][CH3:67].[CH2:68]([O:69][C:70](=[O:71])[CH3:72])[CH3:73].[CH3:7][N:8]([CH3:9])[CH:10]=[O:11].[Cl-:44].[K+:5].[K+:6].[NH4+:45].[OH2:74].[S:46]([O-:47])([OH:48])(=[O:49])=[O:50]>>[C:12]([CH3:13])([CH3:14])([CH3:15])[CH:16]1[CH2:17][CH2:18][CH:19]([O:22][c:23]2[cH:24][c:25]3[cH:26][cH:27][c:28]([C:33]([CH3:34])([N+:35](=[O:36])[O-:37])[CH2:40][CH2:39][C:38](=[O:41])[O:42][CH3:43])[cH:29][c:30]3[cH:31][cH:32]2)[CH2:20][CH2:21]1. The reactants are BrB(Br)Br, ClCCl, COc1ccc(-n2[nH]c3ccccc3c2=O)cc1, O. Product: O=c1c2ccccc2[nH]n1-c1ccc(O)cc1. As a reaction SMILES: [B:1]([Br:2])([Br:3])[Br:4].[CH2:24]([Cl:25])[Cl:26].[CH3:5][O:6][c:7]1[cH:8][cH:9][c:10](-[n:13]2[nH:14][c:15]3[cH:16][cH:17][cH:18][cH:19][c:20]3[c:21]2=[O:22])[cH:11][cH:12]1.[OH2:23]>>[OH:6][c:7]1[cH:8][cH:9][c:10](-[n:13]2[nH:14][c:15]3[cH:16][cH:17][cH:18][cH:19][c:20]3[c:21]2=[O:22])[cH:11][cH:12]1.